Dataset: the Open Reaction Database (ORD), a public repository of structured organic reaction records. Task: describe an organic reaction: reactants, conditions, products, and yield Reactants: diacetato{(S)-2,2′-bis[bis(3,5-di-tert-butyl-4-methoxyphenyl)phosphino]-1,1′-binaphthyl}ruthenium (II), NC1=C(CCCC1)C(=O)OCC (ethyl 2-aminocyclohexene-1-carboxylate), [H][H] (hydrogen). The solvent is CO (methanol). Conditions: temperature 25 celsius, time 18 hour. Product: C(C1=CC=CC=C1)(=O)N[C@H]1[C@H](CCCC1)C(=O)OCC ((1S,2R)-ethyl 2-benzoylaminocyclohexane-1-carboxylate). RXN SMILES: [NH2:1][C:2]1[CH2:7][CH2:6][CH2:5][CH2:4][C:3]=1[C:8]([O:10][CH2:11][CH3:12])=[O:9].[H][H]>CO>[C:8]([NH:1][C@@H:2]1[CH2:7][CH2:6][CH2:5][CH2:4][C@@H:3]1[C:8]([O:10][CH2:11][CH3:12])=[O:9])(=[O:9])[C:3]1[CH:4]=[CH:5][CH:6]=[CH:7][CH:2]=1. Procedure: In a 10 mL test tube were charged diacetato{(S)-2,2′-bis[bis(3,5-di-tert-butyl-4-methoxyphenyl)phosphino]-1,1′-binaphthyl}ruthenium (II) (12.9 mg), and ethyl 2-aminocyclohexene-1-carboxylate (50 mg), and the mixture was set on a pressurization apparatus. Argon substitution was performed, and dehydrated methanol for organic synthesis (2.5 ml) was injected with pressure. Thereafter, hydrogen (1 MPa) was charged in and the mixture was stirred at 25° C. for 18 hr. After completion of the reaction, t... Reaction SMILES: [Cl:19][c:20]1[c:21]([N:27]2[CH2:28][CH2:29][NH:30][CH2:31][CH2:32]2)[cH:22][cH:23][cH:24][c:25]1[Cl:26].[Cl:1][CH2:2][CH2:3][CH2:4][CH2:5][N:6]1[c:7]2[c:8]([cH:15][cH:16][cH:17][cH:18]2)[C:9](=[O:14])[CH2:10][CH2:11][C:12]1=[O:13]>>[CH2:2]([CH2:3][CH2:4][CH2:5][N:6]1[c:7]2[c:8]([cH:15][cH:16][cH:17][cH:18]2)[C:9](=[O:14])[CH2:10][CH2:11][C:12]1=[O:13])[N:30]1[CH2:29][CH2:28][N:27]([c:21]2[c:20]([Cl:19])[c:25]([Cl:26])[cH:24][cH:23][cH:22]2)[CH2:32][CH2:31]1. Starting materials: Clc1cccc(N2CCNCC2)c1Cl, O=C1CCC(=O)N(CCCCCl)c2ccccc21. The product is O=C1CCC(=O)N(CCCCN2CCN(c3cccc(Cl)c3Cl)CC2)c2ccccc21. Starting materials: CN1N=C(C=C1)NC(=O)C1=NC(=CC(=C1)B1OC(C(O1)(C)C)(C)C)C (6-Methyl-4-(4,4,5,5-tetramethyl-[1,3,2]dioxaborolan-2-yl)-pyridine-2-carboxylic acid (1-methyl-1H-pyrazol-3-yl)-amide), BrC=1C=C(C=NC1)C (5-Bromo-3-picolin). Product: CN1N=C(C=C1)NC(=O)C1=NC(=CC(=C1)C=1C=NC=C(C1)C)C (5,6′-Dimethyl-[3,4′]bipyridinyl-2′-carboxylic acid (1-methyl-1H-pyrazol-3-yl)-amide). As a reaction SMILES: [CH3:1][N:2]1[CH:6]=[CH:5][C:4]([NH:7][C:8]([C:10]2[CH:15]=[C:14](B3OC(C)(C)C(C)(C)O3)[CH:13]=[C:12]([CH3:25])[N:11]=2)=[O:9])=[N:3]1.Br[C:27]1[CH:28]=[C:29]([CH3:33])[CH:30]=[N:31][CH:32]=1>>[CH3:1][N:2]1[CH:6]=[CH:5][C:4]([NH:7][C:8]([C:10]2[CH:15]=[C:14]([C:27]3[CH:32]=[N:31][CH:30]=[C:29]([CH3:33])[CH:28]=3)[CH:13]=[C:12]([CH3:25])[N:11]=2)=[O:9])=[N:3]1. Reported procedure: The title compound, was prepared from 6-Methyl-4-(4,4,5,5-tetramethyl-[1,3,2]dioxaborolan-2-yl)-pyridine-2-carboxylic acid (1-methyl-1H-pyrazol-3-yl)-amide in accordance with the general method of example 131, step 2 using 5-Bromo-3-picolin instead of 3-Trifluoromethyl-5-bromopyridine to yield the final compound as a white solid, MS (ISP): m/e=308.3 (M+H)+. Starting materials: CCOc1ccc(C(=O)CC#N)cc1OCC, CCc1ccccc1C(=O)CC#N, CC(C)Cc1cccc(C(=O)CC#N)c1, CCOc1cccc(C(=O)CC#N)c1, CCO, Cc1ccc(C(=O)CC#N)cc1C, CC(C)c1ccc(C(=O)CC#N)cc1, CC(C)Oc1ccc(C(=O)CC#N)cc1, N#CCC(=O)c1ccc(Cl)cc1Cl, N#CCC(=O)c1cc(F)ccc1F, O=C(CBr)c1ccc(F)c(F)c1, N#C[Na], O. Product: N#CCC(=O)c1ccc(F)c(F)c1. Reaction SMILES: [CH2:113]([O:114][c:115]1[cH:116][c:117]([C:124]([CH2:125][C:126]#[N:127])=[O:128])[cH:118][cH:119][c:120]1[O:121][CH2:122][CH3:123])[CH3:129].[CH2:29]([c:30]1[cH:31][cH:32][cH:33][cH:34][c:35]1[C:36]([CH2:37][C:38]#[N:39])=[O:40])[CH3:41].[CH2:56]([c:57]1[cH:58][c:59]([C:63]([CH2:64][C:65]#[N:66])=[O:67])[cH:60][cH:61][cH:62]1)[CH:68]([CH3:69])[CH3:70].[CH2:84]([O:85][c:86]1[cH:87][c:88]([C:92]([CH2:93][C:94]#[N:95])=[O:96])[cH:89][cH:90][cH:91]1)[CH3:97].[CH3:144][CH2:145][OH:146].[CH3:71][c:72]1[cH:73][c:74]([C:79]([CH2:80][C:81]#[N:82])=[O:83])[cH:75][cH:76][c:77]1[CH3:78].[CH:42]([c:43]1[cH:44][cH:45][c:46]([C:47]([CH2:48][C:49]#[N:50])=[O:51])[cH:52][cH:53]1)([CH3:54])[CH3:55].[CH:98]([O:99][c:100]1[cH:101][cH:102][c:103]([C:104]([CH2:105][C:106]#[N:107])=[O:108])[cH:109][cH:110]1)([CH3:111])[CH3:112].[Cl:16][c:17]1[cH:18][c:19]([Cl:20])[cH:21][cH:22][c:23]1[C:24]([CH2:25][C:26]#[N:27])=[O:28].[F:130][c:131]1[cH:132][cH:133][c:134]([F:135])[cH:136][c:137]1[C:138]([CH2:139][C:140]#[N:141])=[O:142].[F:1][c:2]1[cH:3][c:4]([C:5]([CH2:6][Br:7])=[O:8])[cH:9][cH:10][c:11]1[F:12].[Na:13][C:14]#[N:15].[OH2:143]>>[F:1][c:2]1[cH:3][c:4]([C:5]([CH2:6][C:14]#[N:15])=[O:8])[cH:9][cH:10][c:11]1[F:12]. The reactants are ClC1=C(C=C(C=C1)Br)O (2-chloro-5-bromophenol), C(=O)([O-])[O-].[K+].[K+] (K2CO3), C(C)I (ethyl iodide). Solvent: CN(C)C=O (DMF), CCOCC (ether). Conditions: temperature 55 celsius. The product is BrC1=CC(=C(C=C1)Cl)OCC (4-Bromo-1-chloro-2-ethoxybenzene). Yield: 99.0%. As a reaction SMILES: [Cl:1][C:2]1[CH:7]=[CH:6][C:5]([Br:8])=[CH:4][C:3]=1[OH:9].C([O-])([O-])=O.[K+].[K+].[CH2:16](I)[CH3:17]>CN(C=O)C.CCOCC>[Br:8][C:5]1[CH:6]=[CH:7][C:2]([Cl:1])=[C:3]([O:9][CH2:16][CH3:17])[CH:4]=1 |f:1.2.3|. Procedure: To a solution of 2-chloro-5-bromophenol (WO98/003464 which is incorporated herein by reference, 3.43 g, 16.5 mmol) and K2CO3 (4.57 g, 33.0 mmol) in DMF (20 mL) was added ethyl iodide (1.78 mL, 22.3 mmol) at rt. The mixture was heated at 55° C. for 3.0 h. After cooling to rt, the reaction was diluted with ether, washed with water and brine, and dried over MgSO4. The crude residue was purified by flash column chromatography to give 3.85 g (99%) of 31A as viscous oil. 1H NMR (400 MHz, CDCl3) δ ppm ... The reactants are [Al](I)(I)I (AlI3), C(C=C)C=1C=C(C=C(C1)OC)OC (5-Allyl-1,3-dimethoxybenzene). Run in C(=S)=S (CS2). Product: C(C=C)C=1C=C(C=C(O)C1)O (5-allylresorcinol). Reaction SMILES: [Al](I)(I)I.[CH2:5]([C:8]1[CH:9]=[C:10]([O:16]C)[CH:11]=[C:12]([O:14]C)[CH:13]=1)[CH:6]=[CH2:7]>C(=S)=S>[CH2:5]([C:8]1[CH:13]=[C:12]([OH:14])[CH:11]=[C:10]([CH:9]=1)[OH:16])[CH:6]=[CH2:7]. Procedure: The Pd-catalyzed cross-coupling reaction of 5-Bromo-1,3-dimethoxybenzene with allyl boronic acid pinacol ester produced 5-allyl-1,3-dimethoxybenzene 1 in excellent yield. AlI3 will be used for demethylating 5-Allyl-1,3-dimethoxybenzene with CS2 as solvent to produce 5-allylresorcinol 2. The bis(phosphinite) PCP ligands 3 will be obtained by diphosphorylation of 5-allylresorcinol 2 with the respective chlorophosphine and sodium hydride as a base. Iridium complexes 4 will be obtained from reaction...